The task is: describe an organic reaction: reactants, conditions, products, and yield. This data is from the Open Reaction Database (ORD), a public repository of structured organic reaction records. The reactants are N1CCC(CC1)C1=NSC2=C1C=CC=C2 (3-(4-piperidinyl)-1,2-benzisothiazole), C([O-])([O-])=O.[K+].[K+] (potassium carbonate), ClCCCOC1=C(C=C(C=C1)C(C)=O)OC (1-[4-(3-chloropropoxy)-3-methoxyphenyl]ethanone). Reagents/catalysts: [I-].[K+] (potassium iodide). Run in C(C)#N (acetonitrile). Yields the product O1N=C(C2=C1C=CC=C2)C2CCN(CC2)CCCOC2=C(C=C(C=C2)C(C)=O)OC (1-[4-[3-[4-(1,2-Benzisoxazol-3-yl)-1-piperidinyl]propoxy]-3-methoxyphenyl]-ethanone). Isolated yield 109.0%. RXN SMILES: [NH:1]1[CH2:6][CH2:5][CH:4]([C:7]2[C:11]3[CH:12]=[CH:13][CH:14]=[CH:15][C:10]=3S[N:8]=2)[CH2:3][CH2:2]1.C(=O)([O-])[O-:17].[K+].[K+].Cl[CH2:23][CH2:24][CH2:25][O:26][C:27]1[CH:32]=[CH:31][C:30]([C:33](=[O:35])[CH3:34])=[CH:29][C:28]=1[O:36][CH3:37]>[I-].[K+].C(#N)C>[O:17]1[C:10]2[CH:15]=[CH:14][CH:13]=[CH:12][C:11]=2[C:7]([CH:4]2[CH2:5][CH2:6][N:1]([CH2:23][CH2:24][CH2:25][O:26][C:27]3[CH:32]=[CH:31][C:30]([C:33](=[O:35])[CH3:34])=[CH:29][C:28]=3[O:36][CH3:37])[CH2:2][CH2:3]2)=[N:8]1 |f:1.2.3,5.6|. Procedure: A mixture of 3-(4-piperidinyl)-1,2-benzisothiazole (3.0 g, 13.7 mmol), potassium carbonate (2.3 g, 16.5 mmol), 1-[4-(3-chloropropoxy)-3-methoxyphenyl]ethanone (4.0 g, 16.5 mmol), potassium iodide (200 mg) and acetonitrile (100 ml) was stirred at reflux under N2 for 24 hours. The cooled reaction was filtered and the cake was washed well with acetonitrile. The filtrate was concentrated to an oily residue, which was partitioned between water and ethyl acetate. The ethyl acetate extract was washed w... Starting materials: CC(=O)O[BH-](OC(C)=O)OC(C)=O, c1ccc(CNCc2ccccc2)cc1, CCOC(=O)C1CC(=O)C1, C1CCOC1, CC(=O)O, [Na+]. Yields the product CCOC(=O)C1CC(N(Cc2ccccc2)Cc2ccccc2)C1. RXN SMILES: [C:16]([O:17][BH-:18]([O:19][C:20](=[O:21])[CH3:22])[O:23][C:24](=[O:25])[CH3:26])(=[O:27])[CH3:28].[CH2:1]([c:2]1[cH:3][cH:4][cH:5][cH:6][cH:7]1)[NH:8][CH2:9][c:10]1[cH:11][cH:12][cH:13][cH:14][cH:15]1.[CH2:30]([CH3:31])[O:32][C:33](=[O:34])[CH:35]1[CH2:36][C:37](=[O:39])[CH2:38]1.[CH2:44]1[O:45][CH2:46][CH2:47][CH2:48]1.[CH3:40][C:41](=[O:42])[OH:43].[Na+:29]>>[CH2:1]([c:2]1[cH:3][cH:4][cH:5][cH:6][cH:7]1)[N:8]([CH2:9][c:10]1[cH:11][cH:12][cH:13][cH:14][cH:15]1)[CH:37]1[CH2:36][CH:35]([C:33]([O:32][CH2:30][CH3:31])=[O:34])[CH2:38]1. Reactants: ClC=1C=C2C=C(NC2=CC1)C=CCCCC (5-Chloro-2-hex-1-enyl-1H-indole), [H][H] (hydrogen). Reagents/catalysts: [Pd] (palladium on carbon). Solvent: C(C)O (ethanol). Run at time 5 hour. Yields the product ClC=1C=C2C=C(NC2=CC1)CCCCCC (5-Chloro-2-hexyl-1H-indole). Reaction SMILES: [Cl:1][C:2]1[CH:3]=[C:4]2[C:8](=[CH:9][CH:10]=1)[NH:7][C:6]([CH:11]=[CH:12][CH2:13][CH2:14][CH2:15][CH3:16])=[CH:5]2.[H][H]>C(O)C.[Pd]>[Cl:1][C:2]1[CH:3]=[C:4]2[C:8](=[CH:9][CH:10]=1)[NH:7][C:6]([CH2:11][CH2:12][CH2:13][CH2:14][CH2:15][CH3:16])=[CH:5]2. Reported procedure: 5-Chloro-2-hex-1-enyl-1H-indole was dissolved in ethanol and 10% palladium on carbon was added to the solution. The reaction flask was sealed and exposed to hydrogen gas under pressure and was stirred for 5 hours. Then the reaction mixture was filtered through Celite. The solvent was evaporated to give 5-Chloro-2-hexyl-1H-indole Reactants: NC=1SC=C(N1)C (2-amino-4-methylthiazole), COC(N(C)C)OC (dimethylformamide dimethyl acetal). Solvent: C1(=CC=CC=C1)C (toluene). Product: CC=1N=C(SC1)N=CN(C)C (N′-(4-Methyl-2-thiazolyl)-N,N-dimethyl-methanimidamide). Yield: 100.0%. RXN SMILES: [NH2:1][C:2]1[S:3][CH:4]=[C:5]([CH3:7])[N:6]=1.CO[CH:10](OC)[N:11]([CH3:13])[CH3:12]>C1(C)C=CC=CC=1>[CH3:7][C:5]1[N:6]=[C:2]([N:1]=[CH:10][N:11]([CH3:13])[CH3:12])[S:3][CH:4]=1. Procedure details: A solution 2-amino-4-methylthiazole (Formula C-1)(11.4 g) in toluene (100 ml) at 25° was treated with dimethylformamide dimethyl acetal (15.9 mL, 200 mmol), dropwise over five minutes. The mixture was heated to reflux temperature for 22 hours. The reaction was cooled to 25° and the solvent evaporated to an orange oil (17 g). The oil was triturated with hexane to yield yellow crystals. Recrystallization from warm hexane gave N′-(4-Methyl-2-thiazolyl)-N,N-dimethyl-methanimidamide (Formula C-2) (16... The reactants are hydrazide, hydrazide, COC1=CC=C(COC(=O)N[C@@H](CC2=CNC=N2)C(=O)N=[N+]=[N-])C=C1 (N-(4-methoxybenzyloxycarbonyl)-L-histidine azide), [N-]=[N+]=[N-] (azide), C(C)(C)OC(C([C@H](CC1CCCCC1)N)O)=O ((2RS, 3S)-3-amino-4-cyclohexyl-2-hydroxybutyric acid isopropyl ester), Cl (hydrogen chloride), [N+](=O)(OCCC(C)C)[O-] (isoamyl nitrate). The solvent is CN(C=O)C (N,N-dimethylformamide), CN(C=O)C (N,N-dimethylformamide), CN(C=O)C (N,N-dimethylformamide), C(C)N(CC)CC (triethylamine). The product is C(C)(C)OC(C([C@H](CC1CCCCC1)NC([C@@H](NC(=O)OCC1=CC=C(C=C1)OC)CC1=CNC=N1)=O)O)=O ((2RS, 3S)-3-[N-(4-methoxybenzyloxycarbonyl)-L-histidyl]amino-4-cyclohexyl-2-hydroxybutyric acid isopropyl ester). RXN SMILES: Cl.[N+]([O-])(OCCC(C)C)=O.[CH3:11][O:12][C:13]1[CH:35]=[CH:34][C:16]([CH2:17][O:18][C:19]([NH:21][C@H:22]([C:29]([N:31]=[N+]=[N-])=[O:30])[CH2:23][C:24]2[N:28]=[CH:27][NH:26][CH:25]=2)=[O:20])=[CH:15][CH:14]=1.[N-]=[N+]=[N-].[CH:39]([O:42][C:43](=[O:55])[CH:44]([OH:54])[C@@H:45](N)[CH2:46][CH:47]1[CH2:52][CH2:51][CH2:50][CH2:49][CH2:48]1)([CH3:41])[CH3:40]>CN(C)C=O.C(N(CC)CC)C>[CH:39]([O:42][C:43](=[O:55])[CH:44]([OH:54])[C@@H:45]([NH:31][C:29](=[O:30])[C@H:22]([CH2:23][C:24]1[N:28]=[CH:27][NH:26][CH:25]=1)[NH:21][C:19]([O:18][CH2:17][C:16]1[CH:34]=[CH:35][C:13]([O:12][CH3:11])=[CH:14][CH:15]=1)=[O:20])[CH2:46][CH:47]1[CH2:48][CH2:49][CH2:50][CH2:51][CH2:52]1)([CH3:41])[CH3:40]. Procedure: In 15 ml of N,N-dimethylformamide was suspended 1.37 g of the hydrazide compound, and to the suspension were successively added a solution of a 5.95N-dry hydrogen chloride in 2.29 ml of N,N-dimethylformamide and 0.66 ml of isoamyl nitrate with stirring at -20° C. After disappearance of the hydrazide compound, the reaction mixture was cooled to -30° C., and then neutralized by an addition of 1.89 ml of triethylamine to prepare a cold solution of N-(4-methoxybenzyloxycarbonyl)-L-histidine azide. T...